From a dataset of the Open Reaction Database (ORD), a public repository of structured organic reaction records. describe an organic reaction: reactants, conditions, products, and yield Reactants: C(C=C)C=1C=C(C=CC1OCCCOC1=CC=C(C=C1)CC(C(=O)O)OC)C1=CC=CC=C1 (3-{4-[3-(3-Allyl-biphenyl-4-yloxy)-propoxy]-phenyl}-2-methoxy-propionic acid), Pd(C). Solvent: C(C)(=O)OCC (ethyl acetate). The product is CO[C@H](C(=O)O)CC1=CC=C(C=C1)OCCCOC1=C(C=C(C=C1)C1=CC=CC=C1)CCC ((2S)-2-Methoxy-3-{4-[3-(3-propyl-biphenyl-4-yloxy)-propoxy]-phenyl}-propionic acid). RXN SMILES: [CH2:1]([C:4]1[CH:5]=[C:6]([C:28]2[CH:33]=[CH:32][CH:31]=[CH:30][CH:29]=2)[CH:7]=[CH:8][C:9]=1[O:10][CH2:11][CH2:12][CH2:13][O:14][C:15]1[CH:20]=[CH:19][C:18]([CH2:21][CH:22]([O:26][CH3:27])[C:23]([OH:25])=[O:24])=[CH:17][CH:16]=1)[CH:2]=[CH2:3]>C(OCC)(=O)C>[CH3:27][O:26][C@@H:22]([CH2:21][C:18]1[CH:17]=[CH:16][C:15]([O:14][CH2:13][CH2:12][CH2:11][O:10][C:9]2[CH:8]=[CH:7][C:6]([C:28]3[CH:29]=[CH:30][CH:31]=[CH:32][CH:33]=3)=[CH:5][C:4]=2[CH2:1][CH2:2][CH3:3])=[CH:20][CH:19]=1)[C:23]([OH:25])=[O:24]. Procedure: 3-{4-[3-(3-Allyl-biphenyl-4-yloxy)-propoxy]-phenyl}-2-methoxy-propionic acid from Example 158, Step D dissolved in ethyl acetate was treated with Pd(C) 10% under balloon pressure for 6 hours. Filtered through celite and concentrated to dryness to give the title compound. The reactants are ClC1=NC(=NC(=N1)NC(CC(C)(C)C)(C)C)N1CC2CCC(C1)CC2 (3-[4-chloro-6-(1,1,3,3-tetramethylbutylamino)-s-triazin-2-yl]-3-azabicyclo[3.2.2]nonane), C(C)(C)(C)N (t-butylamine). The product is C(C)(C)(C)C1=NC(=NC(=N1)NC(CC(C)(C)C)(C)C)N1CC2CCC(C1)CC2 (3-[4-tert-butyl-6-(1,1,3,3-tetramethylbutylamino)-s-triazin- 2-yl]-3-azabicyclo[3.2.2]nonane). As a reaction SMILES: Cl[C:2]1[N:7]=[C:6]([NH:8][C:9]([CH3:16])([CH3:15])[CH2:10][C:11]([CH3:14])([CH3:13])[CH3:12])[N:5]=[C:4]([N:17]2[CH2:23][CH:22]3[CH2:24][CH2:25][CH:19]([CH2:20][CH2:21]3)[CH2:18]2)[N:3]=1.[C:26](N)([CH3:29])([CH3:28])[CH3:27]>>[C:26]([C:2]1[N:7]=[C:6]([NH:8][C:9]([CH3:16])([CH3:15])[CH2:10][C:11]([CH3:14])([CH3:13])[CH3:12])[N:5]=[C:4]([N:17]2[CH2:23][CH:22]3[CH2:24][CH2:25][CH:19]([CH2:20][CH2:21]3)[CH2:18]2)[N:3]=1)([CH3:29])([CH3:28])[CH3:27]. Reported procedure: Eight grams (0.022 mole) of 3-[4-chloro-6-(1,1,3,3-tetramethylbutylamino)-s-triazin-2-yl]-3-azabicyclo[3.2.2]nonane and 23 ml. (0.22 mole) of t-butylamine is placed in a glass liner in a bomb and then heated in an oil bath maintained at 185°-200° C. for about 40 hours. After cooling, the contents of the bomb are rinsed with chloroform and water into a flask and 50 ml. of 10 N NaOH is added. The solution is then evaporated in vacuo and the aqueous solution remaining is extracted with chloroform. ... Starting materials: CC=1C(C=C(C(C1)=O)C)=O (2,5-dimethyl-1,4-benzoquinone), S(=O)([O-])S(=O)[O-].[Na+].[Na+] (sodium hydrosulfite), solution, C[O-].[Na+] (sodium methoxide), CO (methanol), S(=O)(=O)(OC)OC (dimethyl sulfate), S(=O)([O-])S(=O)[O-].[Na+].[Na+] (sodium hydrosulfite). The solvent is C(C)OCC.C1CCOC1 (diethylether THF), O (water), C(C)O (ethanol). Conditions: time 30 minute. The product is COC1=C(C=C(C(=C1)C)OC)C (2,5-Dimethoxy-1,4-dimethylbenzene). As a reaction SMILES: [CH3:1][C:2]1[C:3](=[O:10])[CH:4]=[C:5]([CH3:9])[C:6](=O)[CH:7]=1.S(S([O-])=O)([O-])=O.[Na+].[Na+].S([O:24][CH3:25])(OC)(=O)=O.[CH3:26][O-].[Na+].CO>C(OCC)C.C1COCC1.O.C(O)C>[CH3:26][O:10][C:3]1[CH:4]=[C:5]([CH3:9])[C:6]([O:24][CH3:25])=[CH:7][C:2]=1[CH3:1] |f:1.2.3,5.6,8.9|. Reported procedure: To a solution of 2,5-dimethyl-1,4-benzoquinone (68.1 g, 0.5 mol) in diethylether:THF (1:1, 800 ml) was added a solution of 80% sodium hydrosulfite (218 g, 1.0 mol) in water (800 ml) and the mixture was stirred for 30 minutes. The organic layer was separated, washed with saturated brine (800 ml), and then dried over anhydrous sodium sulfate. The organic layer was purified by silica gel chromatography with a small amount of silica gel and eluted with THF. The solvent was removed under reduced pres... Reactants: [Cl-], [Cl-], Cl, [Fe+2], O=C1C=CC(=NO)c2c1cccc2[N+](=O)[O-], O, O, O, O, O. The product is O=C1C=CC(=O)c2c1cccc2[N+](=O)[O-]. Reaction SMILES: [Cl-:23].[Cl-:25].[ClH:17].[Fe+2:24].[N+:1](=[O:2])([O-:3])[c:4]1[cH:5][cH:6][cH:7][c:8]2[c:13]1[C:12](=[N:14][OH:15])[CH:11]=[CH:10][C:9]2=[O:16].[OH2:18].[OH2:19].[OH2:20].[OH2:21].[OH2:22]>>[N+:1](=[O:2])([O-:3])[c:4]1[cH:5][cH:6][cH:7][c:8]2[c:13]1[C:12](=[O:18])[CH:11]=[CH:10][C:9]2=[O:16].